From a dataset of the Open Reaction Database (ORD), a public repository of structured organic reaction records. describe an organic reaction: reactants, conditions, products, and yield RXN SMILES: [OH-].[K+].CS(C)=O.[F:7][C:8]1[C:9]([O:18][CH3:19])=[C:10]2[C:14](=[CH:15][CH:16]=1)[NH:13][N:12]=[C:11]2[NH2:17].Cl[CH2:21][C:22]1[CH:23]=[C:24]([CH:27]=[CH:28][CH:29]=1)[C:25]#[N:26]>O>[NH2:17][C:11]1[C:10]2[C:14](=[CH:15][CH:16]=[C:8]([F:7])[C:9]=2[O:18][CH3:19])[N:13]([CH2:21][C:22]2[CH:23]=[C:24]([CH:27]=[CH:28][CH:29]=2)[C:25]#[N:26])[N:12]=1 |f:0.1|. Isolated yield 48.0%. Run at time 50 minute. Product: NC1=NN(C2=CC=C(C(=C12)OC)F)CC=1C=C(C#N)C=CC1 (3-{[3-Amino-5-fluoro-4-(methyloxy)-1H-indazol-1-yl]methyl}benzonitrile). Reported procedure: Finely ground potassium hydroxide (6.59 g, 118 mmol, 2.5 equiv.) was treated with DMSO (100 mL). To this was added 5-fluoro-4-(methyloxy)-1H-indazol-3-amine (for a preparations see Intermediate 56) (8.5 g, 47 mmol) and the mixture stirred at room temperature for 50 minutes. To the red coloured mixture was added 3-chloromethyl benzonitrile (8.9 g, 59 mmol, 1.25 equiv.) in one portion. A small exotherm of −5° C. was observed. The mixture was allowed to stir at room temperature for 25 minutes befor... Starting materials: Intermediate 56, [OH-].[K+] (potassium hydroxide), CS(=O)C (DMSO), ClCC=1C=C(C#N)C=CC1 (3-chloromethyl benzonitrile), FC=1C(=C2C(=NNC2=CC1)N)OC (5-fluoro-4-(methyloxy)-1H-indazol-3-amine). Run in O (water). The product is CCOC(=O)C(=O)N1C(C)CN(c2c(F)cc3c(=O)c(C(=O)NCc4ccc(Cl)cc4Cl)cn(CC(F)(F)F)c3c2OC)CC1C. Reaction SMILES: [C:47]([C:48](=[O:49])[O-:50])(=[O:51])[O:52][CH2:53][CH3:54].[CH3:58][CH2:59][O:60][C:61](=[O:62])[CH3:63].[Cl-:46].[Cl:1][c:2]1[c:3]([CH2:4][NH:5][C:6](=[O:7])[c:8]2[cH:9][n:10]([CH2:30][C:31]([F:32])([F:33])[F:34])[c:11]3[c:12]([O:28][CH3:29])[c:13]([N:20]4[CH2:21][CH:22]([CH3:27])[NH:23][CH:24]([CH3:26])[CH2:25]4)[c:14]([F:19])[cH:15][c:16]3[c:17]2=[O:18])[cH:35][cH:36][c:37]([Cl:39])[cH:38]1.[Cl:55][CH2:56][Cl:57].[cH:40]1[cH:41][cH:42][n:43][cH:44][cH:45]1>>[Cl:1][c:2]1[c:3]([CH2:4][NH:5][C:6](=[O:7])[c:8]2[cH:9][n:10]([CH2:30][C:31]([F:32])([F:33])[F:34])[c:11]3[c:12]([O:28][CH3:29])[c:13]([N:20]4[CH2:21][CH:22]([CH3:27])[N:23]([C:48]([C:47](=[O:51])[O:52][CH2:53][CH3:54])=[O:49])[CH:24]([CH3:26])[CH2:25]4)[c:14]([F:19])[cH:15][c:16]3[c:17]2=[O:18])[cH:35][cH:36][c:37]([Cl:39])[cH:38]1. The reactants are CCOC(=O)C(=O)[O-], CCOC(C)=O, [Cl-], COc1c(N2CC(C)NC(C)C2)c(F)cc2c(=O)c(C(=O)NCc3ccc(Cl)cc3Cl)cn(CC(F)(F)F)c12, ClCCl, c1ccncc1. The reactants are IC=1C=NC2=CC=C(C=C2C1)O (3-iodo-6-hydroxy-quinoline), C(C)OC(C(SC)Cl)=O (chloro-methylsulfanyl-acetic acid ethyl ester). Product: C(C)OC(C(SC)OC=1C=C2C=C(C=NC2=CC1)I)=O ((3-iodo-quinolin-6-yloxy)-methylsulfanyl-acetic acid ethyl ester). RXN SMILES: [I:1][C:2]1[CH:3]=[N:4][C:5]2[C:10]([CH:11]=1)=[CH:9][C:8]([OH:12])=[CH:7][CH:6]=2.[CH2:13]([O:15][C:16](=[O:21])[CH:17](Cl)[S:18][CH3:19])[CH3:14]>>[CH2:13]([O:15][C:16](=[O:21])[CH:17]([O:12][C:8]1[CH:9]=[C:10]2[C:5](=[CH:6][CH:7]=1)[N:4]=[CH:3][C:2]([I:1])=[CH:11]2)[S:18][CH3:19])[CH3:14]. Procedure: In a similar procedure to Stage 2, Step 1 of Example 5, 3-iodo-6-hydroxy-quinoline was reacted with chloro-methylsulfanyl-acetic acid ethyl ester to give (3-iodo-quinolin-6-yloxy)-methylsulfanyl-acetic acid ethyl ester as a yellow coloured solid. Starting materials: N1=CC=C(C=C1)C=1CCC(NN1)=O (4,5-Dihydro-6-(4-pyridyl)-pyridazin-3(2H)-one), COC1=CC=C(C=C1)C(=O)CBr (4'-methoxyphenacyl bromide). The solvent is C(C)O (ethanol). Conditions: time 8 hour. Yields the product [Br-].COC1=CC=C(C=C1)C(=O)C[N+]1=CC=C(C=C1)C=1CCC(NN1)=O (1-[(4-methoxyphenyl)carbonylmethyl]-4-(4,5-dihydropyridazin-3(2H)-one-6-yl)pyridinium bromide). The yield is 86.6%. RXN SMILES: [N:1]1[CH:6]=[CH:5][C:4]([C:7]2[CH2:8][CH2:9][C:10](=[O:13])[NH:11][N:12]=2)=[CH:3][CH:2]=1.[CH3:14][O:15][C:16]1[CH:21]=[CH:20][C:19]([C:22]([CH2:24][Br:25])=[O:23])=[CH:18][CH:17]=1>C(O)C>[Br-:25].[CH3:14][O:15][C:16]1[CH:21]=[CH:20][C:19]([C:22]([CH2:24][N+:1]2[CH:6]=[CH:5][C:4]([C:7]3[CH2:8][CH2:9][C:10](=[O:13])[NH:11][N:12]=3)=[CH:3][CH:2]=2)=[O:23])=[CH:18][CH:17]=1 |f:3.4|. Procedure: 4,5-Dihydro-6-(4-pyridyl)-pyridazin-3(2H)-one (175 mg, 1 mmol) and 4'-methoxyphenacyl bromide (252 mg, 1.1 mmol) were dissolved in absolute ethanol (5 ml), refluxed for two hours and then stirred at room temperature overnight. The resulting precipitate was collected by filtration and washed with absolute ethanol to obtain the titled compound (350 mg) as brown columns. Reactants: Cc1cc(C(=O)N2Cc3ccc(C(=O)O)n3Cc3ccccc32)ccc1C1=CCCCC1, CN1CCNCC1, CN(C)C=O, CCOC(C)=O, CCN(C(C)C)C(C)C, On1nnc2ccccc21. Product: Cc1cc(C(=O)N2Cc3ccc(C(=O)N4CCN(C)CC4)n3Cc3ccccc32)ccc1C1=CCCCC1. RXN SMILES: [C:1]1([c:7]2[c:8]([CH3:32])[cH:9][c:10]([C:11](=[O:12])[N:13]3[CH2:14][c:15]4[n:16]([c:24]([C:27](=[O:28])[OH:29])[cH:25][cH:26]4)[CH2:17][c:18]4[c:19]3[cH:20][cH:21][cH:22][cH:23]4)[cH:30][cH:31]2)=[CH:2][CH2:3][CH2:4][CH2:5][CH2:6]1.[CH3:33][N:34]1[CH2:35][CH2:36][NH:37][CH2:38][CH2:39]1.[CH3:59][N:60]([CH3:61])[CH:62]=[O:63].[CH3:64][CH2:65][O:66][C:67](=[O:68])[CH3:69].[CH:50]([N:51]([CH2:52][CH3:53])[CH:54]([CH3:55])[CH3:56])([CH3:57])[CH3:58].[OH:40][n:41]1[c:42]2[cH:43][cH:44][cH:45][cH:46][c:47]2[n:48][n:49]1>>[C:1]1([c:7]2[c:8]([CH3:32])[cH:9][c:10]([C:11](=[O:12])[N:13]3[CH2:14][c:15]4[n:16]([c:24]([C:27](=[O:28])[N:37]5[CH2:36][CH2:35][N:34]([CH3:33])[CH2:39][CH2:38]5)[cH:25][cH:26]4)[CH2:17][c:18]4[c:19]3[cH:20][cH:21][cH:22][cH:23]4)[cH:30][cH:31]2)=[CH:2][CH2:3][CH2:4][CH2:5][CH2:6]1.